Dataset: the Open Reaction Database (ORD), a public repository of structured organic reaction records. Task: describe an organic reaction: reactants, conditions, products, and yield Starting materials: ClC1=CC=C(C=C1)C1(N=C(N(C1(C)C1=CC=C(C=C1)Cl)C(=O)Cl)C1=C(C=C(C=C1)OC)OC(C)C)C (rac-(4S*,5R*)-4,5-bis-(4-chloro-phenyl)-2-(2-isopropoxy-4-methoxy-phenyl)-4,5-dimethyl-4,5-dihydro-imidazole-1-carbonyl chloride), CS(=O)(=O)CCN1CCNCC1 (1-(2-methanesulfonyl-ethyl)-piperazine). Yields the product ClC1=CC=C(C=C1)[C@@]1(N=C(N([C@]1(C)C1=CC=C(C=C1)Cl)C(=O)N1CCN(CC1)CCS(=O)(=O)C)C1=C(C=C(C=C1)OC)OC(C)C)C (rac-[(4S*,5R*)-4,5-Bis-(4-chloro-phenyl)-2-(2-isopropoxy-4-methoxy-phenyl)-4,5-dimethyl-4,5-dihydro-imidazol-1-yl]-[4-(2-methanesulfonyl-ethyl)-piperazin-1-yl]-methanone). Procedure: In a manner analogous to the method described in example 5, rac-(4S*,5R*)-4,5-bis-(4-chloro-phenyl)-2-(2-isopropoxy-4-methoxy-phenyl)-4,5-dimethyl-4,5-dihydro-imidazole-1-carbonyl chloride was reacted with 1-(2-methanesulfonyl-ethyl)-piperazine (prepared as described in Fotouhi, N. et al. WO 2005110996) to give the title compound. HR-MS (ES, m/z) calculated for C35H43N4O5SCl2 [(M+H)+] 701.2326, observed 701.2325. Reaction SMILES: [Cl:1][C:2]1[CH:7]=[CH:6][C:5]([C:8]2([CH3:36])[C:12]([C:14]3[CH:19]=[CH:18][C:17]([Cl:20])=[CH:16][CH:15]=3)([CH3:13])[N:11]([C:21](Cl)=[O:22])[C:10]([C:24]3[CH:29]=[CH:28][C:27]([O:30][CH3:31])=[CH:26][C:25]=3[O:32][CH:33]([CH3:35])[CH3:34])=[N:9]2)=[CH:4][CH:3]=1.[CH3:37][S:38]([CH2:41][CH2:42][N:43]1[CH2:48][CH2:47][NH:46][CH2:45][CH2:44]1)(=[O:40])=[O:39]>>[Cl:1][C:2]1[CH:3]=[CH:4][C:5]([C@@:8]2([CH3:36])[C@:12]([C:14]3[CH:19]=[CH:18][C:17]([Cl:20])=[CH:16][CH:15]=3)([CH3:13])[N:11]([C:21]([N:46]3[CH2:45][CH2:44][N:43]([CH2:42][CH2:41][S:38]([CH3:37])(=[O:39])=[O:40])[CH2:48][CH2:47]3)=[O:22])[C:10]([C:24]3[CH:29]=[CH:28][C:27]([O:30][CH3:31])=[CH:26][C:25]=3[O:32][CH:33]([CH3:35])[CH3:34])=[N:9]2)=[CH:6][CH:7]=1. Reactants: [Si](C1=CC=CC=C1)(C1=CC=CC=C1)(C(C)(C)C)OC[C@H](CC#CC1=C(C=C(C=C1)Cl)OC)O ((2S)-1-{[tert-butyl(diphenyl)silyl]oxy}-5-(4-chloro-2-methoxyphenyl)pent-4-yn-2-ol), C(CCC)[Li] (n-butyllithium), C(C)(C)(C)[Si](C1=CC=CC=C1)(C1=CC=CC=C1)OC[C@H]1OC1 (tert-butyl[(2S)-oxiran-2-ylmethoxy]diphenylsilane), ClC1=CC(=C(C=C1)C#C)OC (4-chloro-1-ethynyl-2-methoxybenzene), B(F)(F)F.CCOCC (boron trifluoride diethyl etherate). The product is C(C)(C)(C)[Si](C1=CC=CC=C1)(C1=CC=CC=C1)OC[C@H]1O[C@H](CC1)C1=C(C=C(C=C1)Cl)OC (tert-Butyl{[(2S,5R)-5-(4-chloro-2-methoxyphenyl)tetrahydrofuran-2-yl]methoxy}diphenylsilane), alkyne. As a reaction SMILES: [Si:1]([O:18][CH2:19][C@@H:20]([OH:33])[CH2:21][C:22]#[C:23][C:24]1[CH:29]=[CH:28][C:27]([Cl:30])=[CH:26][C:25]=1[O:31][CH3:32])([C:14]([CH3:17])([CH3:16])[CH3:15])([C:8]1[CH:13]=[CH:12][CH:11]=[CH:10][CH:9]=1)[C:2]1[CH:7]=[CH:6][CH:5]=[CH:4][CH:3]=1.C([Si](OC[C@@H]1CO1)(C1C=CC=CC=1)C1C=CC=CC=1)(C)(C)C.ClC1C=CC(C#C)=C(OC)C=1.C([Li])CCC.B(F)(F)F.CCOCC>>[C:14]([Si:1]([O:18][CH2:19][C@@H:20]1[CH2:21][CH2:22][C@H:23]([C:24]2[CH:29]=[CH:28][C:27]([Cl:30])=[CH:26][C:25]=2[O:31][CH3:32])[O:33]1)([C:8]1[CH:9]=[CH:10][CH:11]=[CH:12][CH:13]=1)[C:2]1[CH:7]=[CH:6][CH:5]=[CH:4][CH:3]=1)([CH3:15])([CH3:16])[CH3:17] |f:4.5|. Reported procedure: tert-Butyl{[(2S,5R)-5-(4-chloro-2-methoxyphenyl)tetrahydrofuran-2-yl]methoxy}diphenylsilane was prepared from (2S)-1-{[tert-butyl(diphenyl)silyl]oxy}-5-(4-chloro-2-methoxyphenyl)pent-4-yn-2-ol using the general method of T. X. M. Nguyen et al., Letters in Organic Chemistry 2009, 6, 630-636. This alkyne was prepared via reaction of tert-butyl[(2S)-oxiran-2-ylmethoxy]diphenylsilane with 4-chloro-1-ethynyl-2-methoxybenzene, using n-butyllithium and boron trifluoride diethyl etherate. Starting materials: C(=O)NC=1SC=C(N1)C(C(=O)NC1[C@@H]2N(C(=C(CS2)C)C(=O)O)C1=O)=NOCCNC(=O)OC(C)(C)C (7-[2-(2-formamidothiazol-4-yl)-2-(2-tert-butoxycarbonylaminoethoxyimino)acetamido]-3-methyl-3-cephem-4-carboxylic acid), Cl (hydrochloric acid). Run in CO (methanol). Product: NC=1SC=C(N1)C(C(=O)NC1[C@@H]2N(C(=C(CS2)C)C(=O)O)C1=O)=NOCCN (7-[2-(2-aminothiazol-4-yl)-2-(2-aminoethoxyimino)acetamido]-3-methyl-3-cephem-4-carboxylic acid). Isolated yield 89.0%. Reaction SMILES: C([NH:3][C:4]1[S:5][CH:6]=[C:7]([C:9](=[N:26][O:27][CH2:28][CH2:29][NH:30]C(OC(C)(C)C)=O)[C:10]([NH:12][CH:13]2[C:24](=[O:25])[N:15]3[C:16]([C:21]([OH:23])=[O:22])=[C:17]([CH3:20])[CH2:18][S:19][C@H:14]23)=[O:11])[N:8]=1)=O.Cl>CO>[NH2:3][C:4]1[S:5][CH:6]=[C:7]([C:9](=[N:26][O:27][CH2:28][CH2:29][NH2:30])[C:10]([NH:12][CH:13]2[C:24](=[O:25])[N:15]3[C:16]([C:21]([OH:23])=[O:22])=[C:17]([CH3:20])[CH2:18][S:19][C@H:14]23)=[O:11])[N:8]=1. Reported procedure: A mixture of 7-[2-(2-formamidothiazol-4-yl)-2-(2-tert-butoxycarbonylaminoethoxyimino)acetamido]-3-methyl-3-cephem-4-carboxylic acid (syn isomer, 1.9 g.), conc. hydrochloric acid (1.4 g.) and methanol (30 ml.) was treated in a similar manner to that of Example 21-(2) to give 7-[2-(2-aminothiazol-4-yl)-2-(2-aminoethoxyimino)acetamido]-3-methyl-3-cephem-4-carboxylic acid (syn isomer, 1.3 g.). The reactants are C1(CC1)N(C(C)=O)C1CC(NC2=CC=CC=C12)C (N-cyclopropyl-N-(2-methyl-1,2,3,4-tetrahydro-quinolin-4-yl)-acetamide), Cl.C(C1=CN=CC=C1)(=O)Cl (nicotinoyl chloride hydrochloride), CCN(C(C)C)C(C)C (DIPEA). Solvent: C(Cl)Cl (DCM). Reaction conditions: time 8 hour. Product: C1(CC1)N(C(C)=O)C1CC(N(C2=CC=CC=C12)C(=O)C=1C=NC=CC1)C (N-cyclopropyl-N-[2-methyl-1-(pyridin-3-ylcarbonyl)-1,2,3,4-tetrahydroquinolin-4-yl]acetamide). The yield is 68.2%. As a reaction SMILES: [CH:1]1([N:4]([CH:8]2[C:17]3[C:12](=[CH:13][CH:14]=[CH:15][CH:16]=3)[NH:11][CH:10]([CH3:18])[CH2:9]2)[C:5](=[O:7])[CH3:6])[CH2:3][CH2:2]1.Cl.[C:20](Cl)(=[O:27])[C:21]1[CH:26]=[CH:25][CH:24]=[N:23][CH:22]=1.CCN(C(C)C)C(C)C>C(Cl)Cl>[CH:1]1([N:4]([CH:8]2[C:17]3[C:12](=[CH:13][CH:14]=[CH:15][CH:16]=3)[N:11]([C:20]([C:21]3[CH:22]=[N:23][CH:24]=[CH:25][CH:26]=3)=[O:27])[CH:10]([CH3:18])[CH2:9]2)[C:5](=[O:7])[CH3:6])[CH2:2][CH2:3]1 |f:1.2|. Procedure details: To the solution of N-cyclopropyl-N-(2-methyl-1,2,3,4-tetrahydro-quinolin-4-yl)-acetamide (82 mg, 0.34 mmol) in DCM (5 mL) was added nicotinoyl chloride hydrochloride (71 mg, 0.40 mmol), followed by DIPEA (104 mg, 0.80 mmol). The reaction mixture was stirred at r.t. for overnight. The mixture was concentrated under reduced pressure and dissolved in ethyl acetate (15 mL). The reaction mixture was washed with sat. sodium bicarbonate and brine. The organic layer was dried over magnesium sulfate, fil... Reactants: C1=CC=CC2=CC3=CC=CC=C3C(=C12)OCCN1C(C=2C(C1=O)=CC=CC2)=O (N-[2-(9-anthryloxy)ethyl]phthalimide). Run in C(C)(=O)OCC (ethyl acetate), C(C)O (ethanol). The product is [OH-].[NH4+] (ammonium hydroxide), C1=CC=CC2=CC3=CC=CC=C3C(=C12)OCCN (1-(9-anthryloxy)-2-aminoethane). As a reaction SMILES: [CH:1]1[C:14]2[C:5](=[CH:6][C:7]3[C:12]([C:13]=2[O:15][CH2:16][CH2:17][N:18]2C(=O)C4=CC=CC=C4C2=O)=[CH:11][CH:10]=[CH:9][CH:8]=3)[CH:4]=[CH:3][CH:2]=1>C(O)C.C(OCC)(=O)C>[OH-:15].[NH4+:18].[CH:11]1[C:12]2[C:7](=[CH:6][C:5]3[C:14]([C:13]=2[O:15][CH2:16][CH2:17][NH2:18])=[CH:1][CH:2]=[CH:3][CH:4]=3)[CH:8]=[CH:9][CH:10]=1 |f:3.4|. Procedure details: N-[2-(9-anthryloxy)ethyl]phthalimide (6.5 g) was refluxed for 3 hours in ethanol containing 85% hydrazine hydrate (3.0 ml). The solution was cooled and diluted with ethyl acetate. The resultant solution was washed with dilute aqueous potassium hydroxide, dried and evaporated. The crude product was chromatographed on 300 g silica gel, eluting with a solution of methylene chloride:methanol:ammonium hydroxide, 95:4:1, yielding 1-(9-anthryloxy)-2-aminoethane, which was converted to the maleate, mp 1... Starting materials: C(C)(C)(C)OC(=O)N1CCC(CC1)(C(=O)O)OCCOC (1-(tert-butoxycarbonyl)-4-(2-methoxyethoxy)piperidine-4-carboxylic acid), N1=CC=CC=C1 (pyridine), CN(C(OC1=CC(=CC=C1)N)=O)C (3-aminophenyl dimethylcarbamate), C(C(=O)Cl)(=O)Cl (oxalyl chloride). Run in ClC(C)Cl (dichloroethane), CN(C)C=O (DMF), ClCCl (dichloromethane). Run at time 30 minute. The product is CN(C(=O)OC=1C=C(C=CC1)NC(=O)C1(CCN(CC1)C(=O)OC(C)(C)C)OCCOC)C (tert-butyl 4-(3-(dimethylcarbamoyloxy)phenylcarbamoyl)-4-(2-methoxyethoxy)piperidine-1-carboxylate). Isolated yield 88.0%. Reaction SMILES: [C:1]([O:5][C:6]([N:8]1[CH2:13][CH2:12][C:11]([O:17][CH2:18][CH2:19][O:20][CH3:21])([C:14]([OH:16])=O)[CH2:10][CH2:9]1)=[O:7])([CH3:4])([CH3:3])[CH3:2].N1C=CC=CC=1.C(Cl)(=O)C(Cl)=O.[CH3:34][N:35]([CH3:46])[C:36](=[O:45])[O:37][C:38]1[CH:43]=[CH:42][CH:41]=[C:40]([NH2:44])[CH:39]=1>ClC(Cl)C.ClCCl.CN(C=O)C>[CH3:34][N:35]([CH3:46])[C:36]([O:37][C:38]1[CH:39]=[C:40]([NH:44][C:14]([C:11]2([O:17][CH2:18][CH2:19][O:20][CH3:21])[CH2:10][CH2:9][N:8]([C:6]([O:5][C:1]([CH3:2])([CH3:3])[CH3:4])=[O:7])[CH2:13][CH2:12]2)=[O:16])[CH:41]=[CH:42][CH:43]=1)=[O:45]. Procedure details: To a solution of 1-(tert-butoxycarbonyl)-4-(2-methoxyethoxy)piperidine-4-carboxylic acid from step B (1.6 g, 5.1 mmol) in dichloroethane was added pyridine (1.6 g, 20 mmol) and DMF (0.05 mL), followed by oxalyl chloride (0.65 g, 5.1 mmol). The mixture was stirred for 30 minutes, and then 3-aminophenyl dimethylcarbamate (0.91 g, 5.04 mmol) was added. The mixture was stirred for 18 hours, then diluted with dichloromethane, washed twice with 1 N aq. HCl and once with brine, dried over MgSO4, and co... Procedure details: Ethyl ester (162) (0.25 g, 0.52 mmol) was saponified with 1 N NaOH in THF and EtOH to give 0.21 g (88%) of compound 163 as a white solid. mp 186-187° C. 1H NMR (400 MHz, CH3OH-d4): δ 0.78 (t, J=7.3 Hz, 3H), 1.15-1.29 (m, 2H), 1.40-1.50 (m, 2H), 2.62 (t, J=7.3 Hz, 2H), 3.75 (s, 3H), 6.26 (d, J=15.9 Hz, 1H), 6.56 (d, J=8.8 Hz, 2H), 6.83 (d, J=8.6 Hz, 2H), 7.07 (d, J=8.6 Hz, 2H), 7.30-7.40 (m, 3H), 7.47 (t, J=7.5 Hz, 1H), 7.53 (d, J=16.0 Hz, 1H), 7.50-7.56 (m, 2H), 7.89 (d, J=8.2 Hz, 1H). LCMS (ESI... The reactants are C(CCC)C=1C(=C(C2=CC=CC=C2C1)OC1=CC=C(C=C1)/C=C/C(=O)OCC)C1=CC=C(C=C1)OC (Ethyl (2E)-3-[4-({3-butyl-2-[4-(methyloxy)phenyl]-1-naphthalenyl}oxy)phenyl]-2-propenoate), [OH-].[Na+] (NaOH). Yield: 89.2%. As a reaction SMILES: [CH2:1]([C:5]1[C:6]([C:29]2[CH:34]=[CH:33][C:32]([O:35][CH3:36])=[CH:31][CH:30]=2)=[C:7]([O:15][C:16]2[CH:21]=[CH:20][C:19](/[CH:22]=[CH:23]/[C:24]([O:26]CC)=[O:25])=[CH:18][CH:17]=2)[C:8]2[C:13]([CH:14]=1)=[CH:12][CH:11]=[CH:10][CH:9]=2)[CH2:2][CH2:3][CH3:4].[OH-].[Na+]>C1COCC1.CCO>[CH2:1]([C:5]1[C:6]([C:29]2[CH:34]=[CH:33][C:32]([O:35][CH3:36])=[CH:31][CH:30]=2)=[C:7]([O:15][C:16]2[CH:21]=[CH:20][C:19](/[CH:22]=[CH:23]/[C:24]([OH:26])=[O:25])=[CH:18][CH:17]=2)[C:8]2[C:13]([CH:14]=1)=[CH:12][CH:11]=[CH:10][CH:9]=2)[CH2:2][CH2:3][CH3:4] |f:1.2|. The solvent is CCO (EtOH), C1CCOC1 (THF). Product: C(CCC)C=1C(=C(C2=CC=CC=C2C1)OC1=CC=C(C=C1)/C=C/C(=O)O)C1=CC=C(C=C1)OC ((2E)-3-[4-({3-Butyl-2-[4-(methyloxy)phenyl]-1-naphthalenyl}oxy)phenyl]-2-propenoic acid). Reactants: C([O-])([O-])=O.[Na+].[Na+] (sodium carbonate), COC(\C=C\OC)=O (methyl-trans-3-methoxyacrylate), C(OC)(OC)OC (trimethyl ortho formate), FeCl3. Reaction conditions: temperature 40 celsius, time 2 hour. The product is COC(C(C(OC)OC)C(OC)OC)=O (Methyl-3,3-dimethoxy-2-dimethoxymethylpropionate). The yield is 123.0%. Reaction SMILES: [CH3:1][O:2][C:3](=[O:8])/[CH:4]=[CH:5]/[O:6][CH3:7].[CH:9](OC)([O:12][CH3:13])[O:10][CH3:11].[C:16](=O)([O-])[O-:17].[Na+].[Na+]>>[CH3:1][O:2][C:3](=[O:8])[CH:4]([CH:9]([O:12][CH3:13])[O:10][CH3:11])[CH:5]([O:17][CH3:16])[O:6][CH3:7] |f:2.3.4|. Procedure: To a stirred mixture of 17.7 g methyl-trans-3-methoxyacrylate and 32.3 g trimethyl ortho formate was added 1.0 g FeCl3. The mixture was heated to 40° C. for 24 hours, cooled to room temperature and 5.00 g anhydrous sodium carbonate were added. After stirring for 2 hours, the mixture was filtered and the filter-cake washed with trimethyl ortho formate. Fractional distillation gave 12.9 g colorless liquid (76.5% of theoretical based on converted methyl-trans-3-methoxyacrylate) of boiling point 100... Reactants: CC(=O)OC(C)=O, CNc1nc(C)c(C(C)=O)s1, O=CO, C1CCOC1. Yields the product CC(=O)c1sc(N(C)C=O)nc1C. As a reaction SMILES: [CH3:12][C:13](=[O:14])[O:15][C:16](=[O:17])[CH3:18].[CH3:1][NH:2][c:3]1[s:4][c:5]([C:9]([CH3:10])=[O:11])[c:6]([CH3:8])[n:7]1.[CH:19]([OH:20])=[O:21].[O:22]1[CH2:23][CH2:24][CH2:25][CH2:26]1>>[CH3:1][N:2]([c:3]1[s:4][c:5]([C:9]([CH3:10])=[O:11])[c:6]([CH3:8])[n:7]1)[CH:13]=[O:14].